From a dataset of the Open Reaction Database (ORD), a public repository of structured organic reaction records. describe an organic reaction: reactants, conditions, products, and yield Reactants: [BH4-], CO, COc1nc(NCCc2c(F)cccc2Cl)cc(-c2cccc(C=O)c2)n1, ClCCl, [Na+]. As a reaction SMILES: [BH4-:30].[CH3:28][OH:29].[Cl:1][c:2]1[c:3]([CH2:9][CH2:10][NH:11][c:12]2[cH:13][c:14](-[c:20]3[cH:21][c:22]([CH:23]=[O:24])[cH:25][cH:26][cH:27]3)[n:15][c:16]([O:18][CH3:19])[n:17]2)[c:4]([F:8])[cH:5][cH:6][cH:7]1.[Cl:32][CH2:33][Cl:34].[Na+:31]>>[Cl:1][c:2]1[c:3]([CH2:9][CH2:10][NH:11][c:12]2[cH:13][c:14](-[c:20]3[cH:21][c:22]([CH2:23][OH:24])[cH:25][cH:26][cH:27]3)[n:15][c:16]([O:18][CH3:19])[n:17]2)[c:4]([F:8])[cH:5][cH:6][cH:7]1. The product is COc1nc(NCCc2c(F)cccc2Cl)cc(-c2cccc(CO)c2)n1. Starting materials: P(=O)([O-])([O-])[O-] (phosphate), CC(=CCC1=C(C=C2C(=C1O)C(=O)C3=C(C(=C(C=C3O2)O)OC)CC=C(C)C)O)C (α-mangostin), CC(=CCC=1C(=CC2=C(C1O)C(=O)C3=C(C=C(C(=C3CC=C(C)C)O)O)O2)O)C (γ-mangostin), [N+](=O)([O-])C1=CC=C(C=C1)[C@@]1(O)[C@H](O)[C@@H](O)[C@H](O)[C@H](O1)CO (p-nitrophenyl α-D-glucopyranose). Run in C([O-])([O-])=O.[Na+].[Na+] (sodium carbonate). Reaction conditions: time 5 minute. The product is CC(=CCC=1C(=CC2=C(C1O)C(=O)C3=C(C=C(C(=C3CC=C(C)C)OC)O)O2)O)C.CO (Mangostin Methanol). Reaction SMILES: P([O-])([O-])([O-])=O.[CH3:6][C:7]([CH3:35])=[CH:8][CH2:9][C:10]1[C:15]([OH:16])=[C:14]2[C:17]([C:19]3[C:24]([O:25][C:13]2=[CH:12][C:11]=1[OH:34])=[CH:23][C:22]([OH:26])=[C:21]([O:27][CH3:28])[C:20]=3[CH2:29][CH:30]=[C:31]([CH3:33])[CH3:32])=[O:18].CC(C)=CCC1C(O)=CC2OC3C=C(O)C(O)=C(CC=C(C)C)C=3C(=O)C=2[C:45]=1[OH:46].[N+](C1C=CC([C@@]2(O[C@H](CO)[C@@H](O)[C@H](O)[C@H]2O)O)=CC=1)([O-])=O>C(=O)([O-])[O-].[Na+].[Na+]>[CH3:6][C:7]([CH3:35])=[CH:8][CH2:9][C:10]1[C:11]([OH:34])=[CH:12][C:13]2[O:25][C:24]3[CH:23]=[C:22]([OH:26])[C:21]([O:27][CH3:28])=[C:20]([CH2:29][CH:30]=[C:31]([CH3:32])[CH3:33])[C:19]=3[C:17](=[O:18])[C:14]=2[C:15]=1[OH:16].[CH3:45][OH:46] |f:4.5.6,7.8|. Procedure details: α-Glucosidase inhibitory activity was measured using the in vitro method developed by D. Prasanth et al., (Fitoterapia 2001, 72, 686-688). In a micro plate well was taken 50 μL of α-glucosidase enzyme (0.4 U/mL), and treated with 90 μL of 100 mM phosphate buffer (pH 7) and 10 μL test substances (α-mangostin, γ-mangostin and AR 933) or vehicle control. The contents were mixed well and the reaction mixtures were incubated at room temperature for 5 min, and then added 50 μL of p-nitrophenyl α-D-glu... The reactants are ClCCl, CN(C)C=O, CS(=O)(=O)c1ccc(C(CC2CCCC2)C(=O)O)cc1Cl, O=C(Cl)C(=O)Cl, Nc1ccc2ccccc2n1, O, c1ccncc1. The product is CS(=O)(=O)c1ccc(C(CC2CCCC2)C(=O)Nc2ccc3ccccc3n2)cc1Cl. Reaction SMILES: [CH2:45]([Cl:46])[Cl:47].[CH3:48][N:49]([CH3:50])[CH:51]=[O:52].[Cl:1][c:2]1[cH:3][c:4]([CH:12]([C:13](=[O:14])[OH:15])[CH2:16][CH:17]2[CH2:18][CH2:19][CH2:20][CH2:21]2)[cH:5][cH:6][c:7]1[S:8](=[O:9])(=[O:10])[CH3:11].[Cl:22][C:23]([C:24]([Cl:25])=[O:26])=[O:27].[NH2:28][c:29]1[n:30][c:31]2[cH:32][cH:33][cH:34][cH:35][c:36]2[cH:37][cH:38]1.[OH2:53].[cH:39]1[cH:40][cH:41][n:42][cH:43][cH:44]1>>[Cl:1][c:2]1[cH:3][c:4]([CH:12]([C:13](=[O:15])[NH:28][c:29]2[n:30][c:31]3[cH:32][cH:33][cH:34][cH:35][c:36]3[cH:37][cH:38]2)[CH2:16][CH:17]2[CH2:18][CH2:19][CH2:20][CH2:21]2)[cH:5][cH:6][c:7]1[S:8](=[O:9])(=[O:10])[CH3:11].